describe an organic reaction: reactants, conditions, products, and yield From a dataset of the Open Reaction Database (ORD), a public repository of structured organic reaction records. Starting materials: CN(C)C=O, CCCCCCC, O=C(O)c1ccc(F)cc1O, O=S(Cl)Cl. Yields the product O=C(Cl)c1ccc(F)cc1O. Reaction SMILES: [CH3:16][N:17]([CH3:18])[CH:19]=[O:20].[CH3:21][CH2:22][CH2:23][CH2:24][CH2:25][CH2:26][CH3:27].[F:1][c:2]1[cH:3][c:4]([OH:11])[c:5]([C:6](=[O:7])[OH:8])[cH:9][cH:10]1.[S:12]([Cl:13])([Cl:14])=[O:15]>>[F:1][c:2]1[cH:3][c:4]([OH:11])[c:5]([C:6](=[O:7])[Cl:14])[cH:9][cH:10]1. Starting materials: C(=O)(O)[O-].[Na+] (NaHCO3), BrC=1C=C2C=NNC2=C(C1)F (5-bromo-7-fluoro-1H-indazole), O1CCCC=C1 (3,4-dihydro-2H-pyran), CC=1C=CC(=CC1)S(=O)(=O)O (p-TsOH). Run in ClCCl (dichloromethane). Conditions: time 8 hour. Product: BrC=1C=C2C=NN(C2=C(C1)F)C1OCCCC1 (5-bromo-7-fluoro-1-(tetrahydro-2H-pyran-2-yl)-1H-indazole). RXN SMILES: [Br:1][C:2]1[CH:3]=[C:4]2[C:8](=[C:9]([F:11])[CH:10]=1)[NH:7][N:6]=[CH:5]2.[O:12]1[CH:17]=[CH:16][CH2:15][CH2:14][CH2:13]1.CC1C=CC(S(O)(=O)=O)=CC=1.C([O-])(O)=O.[Na+]>ClCCl>[Br:1][C:2]1[CH:3]=[C:4]2[C:8](=[C:9]([F:11])[CH:10]=1)[N:7]([CH:13]1[CH2:14][CH2:15][CH2:16][CH2:17][O:12]1)[N:6]=[CH:5]2 |f:3.4|. Reported procedure: To a mixture of 5-bromo-7-fluoro-1H-indazole (9.3 g, 43.26 mmol) and 3,4-dihydro-2H-pyran (4.36 g, 51.9 mmol) in dry dichloromethane (100 mL), was added p-TsOH (424 mg, 2.16 mmol) at room temperature. The resulting mixture was stirred overnight. Work-up: saturated aqueous NaHCO3 (30 mL) was slowly added to the reaction mixture. The organic layer was separated, dried over Na2SO4, and concentrated in vacuo. The residue was purified by column chromatography on silica gel (0˜10% EtOAc in petroleum e... The reactants are 20-L, C(=O)(N1C=NC=C1)N1C=NC=C1 (1,1′-carbonyldiimidazole), [O-]CC.[Mg+2].[O-]CC (magnesium ethoxide), COC1=C(C(=O)O)C=C(C=C1)OC (2,5-dimethoxybenzoic acid), solution, C(CC(=O)O)(=O)OCC (ethyl hydrogen malonate), C[O-].[Na+] (sodium methoxide). The solvent is C(C)(=O)OCC (ethyl acetate), C1CCOC1 (THF), CO (methanol), C(C)(=O)OCC (ethyl acetate), C1CCOC1 (THF). Conditions: temperature 45 celsius, time 20 hour. The product is COC1=C(C=C(C=C1)OC)C(=CC(=O)OCC)[O-].[Na+] (Sodium 1-(2,5-dimethoxyphenyl)-3-ethoxy-3-oxoprop-1-en-1-olate). As a reaction SMILES: [O-]CC.[Mg+2].[O-]CC.[C:8]([O:14][CH2:15][CH3:16])(=[O:13])[CH2:9][C:10]([OH:12])=O.[CH3:17][O:18][C:19]1[CH:27]=[CH:26][C:25]([O:28][CH3:29])=[CH:24][C:20]=1C(O)=O.C(N1C=CN=C1)(N1C=CN=C1)=O.C[O-].[Na+:44]>CO.C(OCC)(=O)C.C1COCC1>[CH3:17][O:18][C:19]1[CH:27]=[CH:26][C:25]([O:28][CH3:29])=[CH:24][C:20]=1[C:10]([O-:12])=[CH:9][C:8]([O:14][CH2:15][CH3:16])=[O:13].[Na+:44] |f:0.1.2,6.7,11.12|. Procedure details: A 20-L reaction vessel was charged with magnesium ethoxide (3.61 moles; 413.52 g) and THF (6.6 L), and the resulting mixture was stirred as ethyl hydrogen malonate (7.23 moles; 888.89 mL; 994.67 g; diluted with 20 mL of THF) was added and the mixture was heated at 45° C. for 4 hours. Meanwhile, a 20 L reactor was charged with 2,5-dimethoxybenzoic acid (3.29 moles; 600.00 g) and THF (3.6 L). To this mixture stirring at room temperature was added 1,1′-carbonyldiimidazole (3.61 moles; 585.98 g) in ... Reactants: O=C([O-])[O-], Cc1cccc(C)c1NC(=O)CN1CCN(C(=O)CCl)CC1, CC(C)=O, [K+], [K+], Oc1ccccc1Cl. The product is Cc1cccc(C)c1NC(=O)CN1CCN(C(=O)COc2ccccc2Cl)CC1. Reaction SMILES: [C:31](=[O:32])([O-:33])[O-:34].[CH3:1][c:2]1[c:3]([NH:9][C:10]([CH2:11][N:12]2[CH2:13][CH2:14][N:15]([C:18]([CH2:19][Cl:20])=[O:21])[CH2:16][CH2:17]2)=[O:22])[c:4]([CH3:8])[cH:5][cH:6][cH:7]1.[CH3:37][C:38](=[O:39])[CH3:40].[K+:35].[K+:36].[OH:23][c:24]1[cH:25][cH:26][cH:27][cH:28][c:29]1[Cl:30]>>[CH3:1][c:2]1[c:3]([NH:9][C:10]([CH2:11][N:12]2[CH2:13][CH2:14][N:15]([C:18]([CH2:19][O:23][c:24]3[cH:25][cH:26][cH:27][cH:28][c:29]3[Cl:30])=[O:21])[CH2:16][CH2:17]2)=[O:22])[c:4]([CH3:8])[cH:5][cH:6][cH:7]1. The reactants are Intermediate 32, BrC=1C(=NN(C1)CC)C1=CC=C(C=C1)NC(N(C)C)=O (N′-[4-(4-bromo-1-ethyl-1H-pyrazol-3-yl)phenyl]-N,N-dimethylurea), C(C)(=O)N1CC2=CC(=CC=C2CC1)C1=CC=2C(=NC=CC2Br)N1S(=O)(=O)C1=CC=CC=C1 (2-acetyl-7-[4-bromo-1-(phenylsulfonyl)-1H-pyrrolo[2,3-b]pyridin-2-yl]-1,2,3,4-tetrahydroisoquinoline), Intermediate 100. Run at time 4.5 hour. The product is C(C)(=O)N1CC2=CC(=CC=C2CC1)C1=CC=2C(=NC=CC2C=2C(=NN(C2)CC)C2=CC=C(C=C2)NC(N(C)C)=O)N1S(=O)(=O)C1=CC=CC=C1 (N′-(4-{4-[2-(2-acetyl-1,2,3,4-tetrahydro-7-isoquinolinyl)-1-(phenylsulfonyl)-1H-pyrrolo[2,3-b]pyridin-4-yl]-1-ethyl-1H-pyrazol-3-yl}phenyl)-N,N-dimethylurea). Reaction SMILES: [C:1]([N:4]1[CH2:13][CH2:12][C:11]2[C:6](=[CH:7][C:8]([C:14]3[N:23]([S:24]([C:27]4[CH:32]=[CH:31][CH:30]=[CH:29][CH:28]=4)(=[O:26])=[O:25])[C:17]4=[N:18][CH:19]=[CH:20][C:21](Br)=[C:16]4[CH:15]=3)=[CH:9][CH:10]=2)[CH2:5]1)(=[O:3])[CH3:2].Br[C:34]1[C:35]([C:41]2[CH:46]=[CH:45][C:44]([NH:47][C:48](=[O:52])[N:49]([CH3:51])[CH3:50])=[CH:43][CH:42]=2)=[N:36][N:37]([CH2:39][CH3:40])[CH:38]=1>>[C:1]([N:4]1[CH2:13][CH2:12][C:11]2[C:6](=[CH:7][C:8]([C:14]3[N:23]([S:24]([C:27]4[CH:32]=[CH:31][CH:30]=[CH:29][CH:28]=4)(=[O:26])=[O:25])[C:17]4=[N:18][CH:19]=[CH:20][C:21]([C:34]5[C:35]([C:41]6[CH:46]=[CH:45][C:44]([NH:47][C:48](=[O:52])[N:49]([CH3:51])[CH3:50])=[CH:43][CH:42]=6)=[N:36][N:37]([CH2:39][CH3:40])[CH:38]=5)=[C:16]4[CH:15]=3)=[CH:9][CH:10]=2)[CH2:5]1)(=[O:3])[CH3:2]. Procedure: Following the procedure described for Intermediate 32 with 2-acetyl-7-[4-bromo-1-(phenylsulfonyl)-1H-pyrrolo[2,3-b]pyridin-2-yl]-1,2,3,4-tetrahydroisoquinoline. Using this product crude and following the procedure described in Intermediate 100 using N′-[4-(4-bromo-1-ethyl-1H-pyrazol-3-yl)phenyl]-N,N-dimethylurea and stirring for 4.5 hours provided the title compound. ESMS [M+H]+: 688.6. Reactants: C(C)(C)[N-]C(C)C.[Li+] (lithium diisopropylamide), O=C1CN(C1)C(=O)OC(C)(C)C (tert-butyl 3-oxoazetidine-1-carboxylate), ClC=1N=C(C2=C(N1)C=CC(=N2)CP(OC)(OC)=O)N2CCOCC2 (dimethyl (2-chloro-4-morpholinopyrido[3,2-d]pyrimidin-6-yl)methylphosphonate). Run in O1CCCC1 (tetrahydrofuran), C1CCOC1 (THF), C1CCOC1 (THF). Run at time 1 hour. Yields the product ClC=1N=C(C2=C(N1)C=CC(=N2)C=C2CN(C2)C(=O)OC(C)(C)C)N2CCOCC2 (tert-butyl 3-((2-chloro-4-morpholinopyrido[3,2-d]pyrimidin-6-yl)methylene)azetidine-1-carboxylate). Reaction SMILES: [Cl:1][C:2]1[N:3]=[C:4]([N:19]2[CH2:24][CH2:23][O:22][CH2:21][CH2:20]2)[C:5]2[N:11]=[C:10]([CH2:12]P(=O)(OC)OC)[CH:9]=[CH:8][C:6]=2[N:7]=1.C([N-]C(C)C)(C)C.[Li+].O=[C:34]1[CH2:37][N:36]([C:38]([O:40][C:41]([CH3:44])([CH3:43])[CH3:42])=[O:39])[CH2:35]1>C1COCC1>[Cl:1][C:2]1[N:3]=[C:4]([N:19]2[CH2:20][CH2:21][O:22][CH2:23][CH2:24]2)[C:5]2[N:11]=[C:10]([CH:12]=[C:34]3[CH2:35][N:36]([C:38]([O:40][C:41]([CH3:44])([CH3:43])[CH3:42])=[O:39])[CH2:37]3)[CH:9]=[CH:8][C:6]=2[N:7]=1 |f:1.2|. Reported procedure: To a suspension of dimethyl (2-chloro-4-morpholinopyrido[3,2-d]pyrimidin-6-yl)methylphosphonate (0.32 g) in anhydrous THF (3 mL) at 0° C. was added 2.0 M of lithium diisopropylamide in tetrahydrofuran (1.4 eq). The resulting solution was allowed to warm to RT (room temperature) before adding a solution of tert-butyl 3-oxoazetidine-1-carboxylate (1.4 eq) in anhydrous THF (3 mL). The reaction mixture was stirred at room temperature for 1 h, then partitioned between brine and DCM. The organic layer... Starting materials: [Na].FC(C([O-])C1=CC=CC=C1)(F)F (sodium 2,2,2-trifluoro-1-phenylethanolate), C(C)OC(C(CC)Br)=O (ethyl-2-bromobutyrate). The solvent is CN(C=O)C (dimethylformamide), CN(C=O)C (dimethylformamide). Reaction conditions: time 4 day. The product is C(C)OC(C(CC)OC(C(F)(F)F)C1=CC=CC=C1)=O (Ethyl-α-(2,2,2-trifluoro-1-phenylethoxy)butyrate). Reaction SMILES: [Na].[F:2][C:3]([F:13])([F:12])[CH:4]([C:6]1[CH:11]=[CH:10][CH:9]=[CH:8][CH:7]=1)[O-:5].[CH2:14]([O:16][C:17](=[O:22])[CH:18](Br)[CH2:19][CH3:20])[CH3:15]>CN(C)C=O>[CH2:14]([O:16][C:17](=[O:22])[CH:18]([O:5][CH:4]([C:6]1[CH:11]=[CH:10][CH:9]=[CH:8][CH:7]=1)[C:3]([F:12])([F:13])[F:2])[CH2:19][CH3:20])[CH3:15] |f:0.1,^1:0|. Procedure: 10.3 g of the sodium-2,2,2-trifluoro-1-phenylethanolate, obtained according to the process of Step A, are transferred into a three-neck flask with 50 ml dimethylformamide. After complete mixing, there is slowly added while cooling with an ice-bath a cooled mixture of 9.4 g ethyl-2-bromobutyrate and 35 ml dimethylformamide. The reaction is strongly exothermic and external cooling is applied so that the temperature of the reaction mixture does not go over 20°. The stirring and the cooling of the m...